Dataset: the Open Reaction Database (ORD), a public repository of structured organic reaction records. Task: describe an organic reaction: reactants, conditions, products, and yield Starting materials: Cc1c(CCC(=O)O)c[nH]c1C=O, C1CCNCC1, CCO, Cc1c(Cl)ccc2c1CC(=O)N2. The product is Cc1c(CCC(=O)O)c[nH]c1C=C1C(=O)Nc2ccc(Cl)c(C)c21. As a reaction SMILES: [C:1](=[O:2])([OH:3])[CH2:4][CH2:5][c:6]1[c:7]([CH3:13])[c:8]([CH:11]=[O:12])[nH:9][cH:10]1.[CH2:26]1[CH2:27][CH2:28][NH:29][CH2:30][CH2:31]1.[CH3:32][CH2:33][OH:34].[Cl:14][c:15]1[c:16]([CH3:25])[c:17]2[c:21]([cH:22][cH:23]1)[NH:20][C:19](=[O:24])[CH2:18]2>>[C:1](=[O:2])([OH:3])[CH2:4][CH2:5][c:6]1[c:7]([CH3:13])[c:8]([CH:11]=[C:18]2[c:17]3[c:16]([CH3:25])[c:15]([Cl:14])[cH:23][cH:22][c:21]3[NH:20][C:19]2=[O:24])[nH:9][cH:10]1. Reactants: CCOC(=O)CC1CN(Cc2ccccc2)CCO1, CC(C)=O, Cc1ccccc1, O. Product: OCCC1CN(Cc2ccccc2)CCO1. As a reaction SMILES: [CH2:1]([c:2]1[cH:3][cH:4][cH:5][cH:6][cH:7]1)[N:8]1[CH2:9][CH:10]([CH2:14][C:15](=[O:16])[O:17][CH2:18][CH3:19])[O:11][CH2:12][CH2:13]1.[CH3:20][C:21](=[O:22])[CH3:23].[CH3:25][c:26]1[cH:27][cH:28][cH:29][cH:30][cH:31]1.[OH2:24]>>[CH2:1]([c:2]1[cH:3][cH:4][cH:5][cH:6][cH:7]1)[N:8]1[CH2:9][CH:10]([CH2:14][CH2:15][OH:16])[O:11][CH2:12][CH2:13]1. The reactants are CC=1C=C(C=CC1)C1=CC(=CC=C1)C (3,3'-dimethyl[1,1'-biphenyl]), BrN1C(CCC1=O)=O (N-bromosuccinimide). Reagents/catalysts: C(C1=CC=CC=C1)(=O)OOC(C1=CC=CC=C1)=O (benzoyl peroxide). The solvent is C(Cl)(Cl)(Cl)Cl (carbon tetrachloride). Yields the product BrCC=1C=C(C=CC1)C1=CC(=CC=C1)C (3-bromomethyl-3'-methyl-[1,1'-biphenyl]). The yield is 15.7%. RXN SMILES: [CH3:1][C:2]1[CH:3]=[C:4]([C:8]2[CH:13]=[CH:12][CH:11]=[C:10]([CH3:14])[CH:9]=2)[CH:5]=[CH:6][CH:7]=1.[Br:15]N1C(=O)CCC1=O>C(Cl)(Cl)(Cl)Cl.C(OOC(=O)C1C=CC=CC=1)(=O)C1C=CC=CC=1>[Br:15][CH2:14][C:10]1[CH:9]=[C:8]([C:4]2[CH:5]=[CH:6][CH:7]=[C:2]([CH3:1])[CH:3]=2)[CH:13]=[CH:12][CH:11]=1. Procedure details: 3-Bromomethyl-3'-methyl[1,1'-biphenyl] was prepared by treating 3,3'-dimethyl[1,1'-biphenyl] (20.0 g, 0.11 mole) with N-bromosuccinimide (18.9 g, 0.11 mole) in the presence of 0.1 g of benzoyl peroxide in 130 ml of carbon tetrachloride. Irradiation of the reaction mixture with white light afforded 3-bromomethyl-3'-methyl-[1,1'-biphenyl] (4.5 g). The nmr and the ir spectra were consistent with the proposed structure. Starting materials: CC(C)(C)OC(=O)N1C(=O)C2(F)CCCC2c2cccc(F)c21, CCOC(C)=O, ClCCl, O, O=C(O)C(F)(F)F. The product is O=C1Nc2c(F)cccc2C2CCCC12F. As a reaction SMILES: [C:1]([O:2][C:3](=[O:4])[N:8]1[C:9](=[O:23])[C:10]2([F:22])[CH:11]([c:12]3[cH:13][cH:14][cH:15][c:16]([F:18])[c:17]31)[CH2:19][CH2:20][CH2:21]2)([CH3:5])([CH3:6])[CH3:7].[CH3:35][CH2:36][O:37][C:38](=[O:39])[CH3:40].[Cl:31][CH2:32][Cl:33].[OH2:34].[OH:24][C:25]([C:26]([F:27])([F:28])[F:29])=[O:30]>>[NH:8]1[C:9](=[O:23])[C:10]2([F:22])[CH:11]([c:12]3[cH:13][cH:14][cH:15][c:16]([F:18])[c:17]31)[CH2:19][CH2:20][CH2:21]2. The reactants are CCOC(=O)Cc1csc(N)n1, O=S(=O)(Cl)c1ccc(-c2ccon2)s1. As a reaction SMILES: [NH2:1][c:2]1[s:3][cH:4][c:5]([CH2:7][C:8](=[O:9])[O:10][CH2:11][CH3:12])[n:6]1.[o:13]1[n:14][c:15](-[c:18]2[cH:19][cH:20][c:21]([S:23](=[O:24])(=[O:25])[Cl:26])[s:22]2)[cH:16][cH:17]1>>[NH:1]([c:2]1[s:3][cH:4][c:5]([CH2:7][C:8](=[O:9])[O:10][CH2:11][CH3:12])[n:6]1)[S:23]([c:21]1[cH:20][cH:19][c:18](-[c:15]2[n:14][o:13][cH:17][cH:16]2)[s:22]1)(=[O:24])=[O:25]. Yields the product CCOC(=O)Cc1csc(NS(=O)(=O)c2ccc(-c3ccon3)s2)n1. Reactants: [Al+3], COc1ccc2cc(C=O)ccc2c1, [Cl-], [Cl-], [Cl-], Clc1ccccc1. Yields the product O=Cc1ccc2cc(O)ccc2c1. As a reaction SMILES: [Al+3:4].[CH3:5][O:6][c:7]1[cH:8][c:9]2[cH:10][cH:11][c:12]([CH:17]=[O:18])[cH:13][c:14]2[cH:15][cH:16]1.[Cl-:1].[Cl-:2].[Cl-:3].[Cl:19][c:20]1[cH:21][cH:22][cH:23][cH:24][cH:25]1>>[OH:6][c:7]1[cH:8][c:9]2[cH:10][cH:11][c:12]([CH:17]=[O:18])[cH:13][c:14]2[cH:15][cH:16]1.